This data is from the Open Reaction Database (ORD), a public repository of structured organic reaction records. The task is: describe an organic reaction: reactants, conditions, products, and yield Starting materials: C1CCOC1, O=c1cnn(-c2ccc(C(Cl)(c3ccc(Cl)cc3)c3nccs3)c(Cl)c2)c(=O)[nH]1, Cl, [NH4+], [OH-]. Yields the product NC(c1ccc(Cl)cc1)(c1nccs1)c1ccc(-n2ncc(=O)[nH]c2=O)cc1Cl. As a reaction SMILES: [CH2:33]1[O:34][CH2:35][CH2:36][CH2:37]1.[Cl:1][c:2]1[cH:3][c:4](-[n:22]2[n:23][cH:24][c:25](=[O:29])[nH:26][c:27]2=[O:28])[cH:5][cH:6][c:7]1[C:8]([c:9]1[s:10][cH:11][cH:12][n:13]1)([c:14]1[cH:15][cH:16][c:17]([Cl:20])[cH:18][cH:19]1)[Cl:21].[ClH:32].[NH4+:31].[OH-:30]>>[Cl:1][c:2]1[cH:3][c:4](-[n:22]2[n:23][cH:24][c:25](=[O:29])[nH:26][c:27]2=[O:28])[cH:5][cH:6][c:7]1[C:8]([c:9]1[s:10][cH:11][cH:12][n:13]1)([c:14]1[cH:15][cH:16][c:17]([Cl:20])[cH:18][cH:19]1)[NH2:31]. The reactants are CCCC[N+](CCCC)(CCCC)CCCC, CCOC(C)=O, CC(C)(C)OC(=O)N1C(C=O)COC1(C)C, [Cl-], [F-], O=[N+]([O-])CCc1cc(F)cc(F)c1, [Na+], C1CCOC1, O. Yields the product CC(C)(C)OC(=O)N1C(C(O)C(Cc2cc(F)cc(F)c2)[N+](=O)[O-])COC1(C)C. RXN SMILES: [CH3:31][CH2:32][CH2:33][CH2:34][N+:35]([CH2:36][CH2:37][CH2:38][CH3:39])([CH2:40][CH2:41][CH2:42][CH3:43])[CH2:44][CH2:45][CH2:46][CH3:47].[CH3:55][CH2:56][O:57][C:58](=[O:59])[CH3:60].[CH:1](=[O:2])[CH:3]1[N:4]([C:10](=[O:11])[O:12][C:13]([CH3:14])([CH3:15])[CH3:16])[C:5]([CH3:8])([CH3:9])[O:6][CH2:7]1.[Cl-:49].[F-:30].[F:17][c:18]1[cH:19][c:20]([F:29])[cH:21][c:22]([CH2:24][CH2:25][N+:26](=[O:27])[O-:28])[cH:23]1.[Na+:48].[O:50]1[CH2:51][CH2:52][CH2:53][CH2:54]1.[OH2:61]>>[CH:1]([OH:2])([CH:3]1[N:4]([C:10](=[O:11])[O:12][C:13]([CH3:14])([CH3:15])[CH3:16])[C:5]([CH3:8])([CH3:9])[O:6][CH2:7]1)[CH:25]([CH2:24][c:22]1[cH:21][c:20]([F:29])[cH:19][c:18]([F:17])[cH:23]1)[N+:26](=[O:27])[O-:28].